From a dataset of the Open Reaction Database (ORD), a public repository of structured organic reaction records. describe an organic reaction: reactants, conditions, products, and yield Reactants: COC([C@H](CC1=CC=CC=C1)NC(C1=CC=C(C=C1)N1CCC(CC1)NC[C@@H](C1=CC(=C(C=C1)O)NS(=O)(=O)C)O)=O)=O ((2S)-2-(4-{4-[(2R)-2-Hydroxy-2-(4-hydroxy-3-methanesulfonylamino-phenyl)-ethylamino]-piperidine-1-yl}-benzoylamino)-3-phenyl-propionic acid methyl ester), [OH-].[Na+] (sodium hydroxide). The product is O[C@@H](CNC1CCN(CC1)C1=CC=C(C(=O)N[C@H](C(=O)O)CC2=CC=CC=C2)C=C1)C1=CC(=C(C=C1)O)NS(=O)(=O)C ((2S)-2-(4-{4-[(2R)-2-Hydroxy-2-(4-hydroxy-3-methanesulfonylamino-phenyl)-ethylamino]-piperidine-1-yl}-benzoylamino)-3-phenyl-propionic acid). As a reaction SMILES: C[O:2][C:3](=[O:43])[C@@H:4]([NH:12][C:13](=[O:42])[C:14]1[CH:19]=[CH:18][C:17]([N:20]2[CH2:25][CH2:24][CH:23]([NH:26][CH2:27][C@H:28]([OH:41])[C:29]3[CH:34]=[CH:33][C:32]([OH:35])=[C:31]([NH:36][S:37]([CH3:40])(=[O:39])=[O:38])[CH:30]=3)[CH2:22][CH2:21]2)=[CH:16][CH:15]=1)[CH2:5][C:6]1[CH:11]=[CH:10][CH:9]=[CH:8][CH:7]=1.[OH-].[Na+]>>[OH:41][C@H:28]([C:29]1[CH:34]=[CH:33][C:32]([OH:35])=[C:31]([NH:36][S:37]([CH3:40])(=[O:38])=[O:39])[CH:30]=1)[CH2:27][NH:26][CH:23]1[CH2:24][CH2:25][N:20]([C:17]2[CH:18]=[CH:19][C:14]([C:13]([NH:12][C@@H:4]([CH2:5][C:6]3[CH:11]=[CH:10][CH:9]=[CH:8][CH:7]=3)[C:3]([OH:43])=[O:2])=[O:42])=[CH:15][CH:16]=2)[CH2:21][CH2:22]1 |f:1.2|. Reported procedure: The title compound was prepared from (2S)-2-(4-{4-[(2R)-2-hydroxy-2-(4-hydroxy-3-methanesulfonylamino-phenyl)-ethylamino]-piperidine-1-yl}-benzoylamino)-3-phenyl-propionic acid methyl ester(which was obtained in Example 204) by sodium hydroxide hydrolysis as a pale yellowish solid; mp >160° C. (decomposed); 1H NMR (300 MHz, DMSO-d6) δ 1.40-1.50 (m, 2H), 1.90-2.05 (m, 2H), 2.50-3.50 (m, 7H), 2.95 (s, 3H), 3.69-3.75 (m, 2H), 4.30-4.45 (m, 2H), 4.70-4.75 (m, 1H), 6.83 (d, J=8.8 Hz, 2H), 6.88 (d, J=... Reactants: C#CCCO, C1CCNC1, [Cl-], [Cu]I, FC(F)(F)c1cc(I)c2c(c1)ncn2-c1ccccc1, [NH4+], c1ccc(P(c2ccccc2)(c2ccccc2)[Pd](P(c2ccccc2)(c2ccccc2)c2ccccc2)(P(c2ccccc2)(c2ccccc2)c2ccccc2)P(c2ccccc2)(c2ccccc2)c2ccccc2)cc1. The product is OCCC#Cc1cc(C(F)(F)F)cc2ncn(-c3ccccc3)c12. As a reaction SMILES: [CH2:21]([CH2:22][C:23]#[CH:24])[OH:25].[CH2:28]1[CH2:29][NH:30][CH2:31][CH2:32]1.[Cl-:26].[Cu:110][I:111].[I:1][c:2]1[cH:3][c:4]([C:17]([F:18])([F:19])[F:20])[cH:5][c:6]2[c:7]1[n:8](-[c:11]1[cH:12][cH:13][cH:14][cH:15][cH:16]1)[cH:9][n:10]2.[NH4+:27].[cH:33]1[cH:34][cH:35][c:36]([P:37]([Pd:38]([P:39]([c:40]2[cH:41][cH:42][cH:43][cH:44][cH:45]2)([c:46]2[cH:47][cH:48][cH:49][cH:50][cH:51]2)[c:52]2[cH:53][cH:54][cH:55][cH:56][cH:57]2)([P:58]([c:59]2[cH:60][cH:61][cH:62][cH:63][cH:64]2)([c:65]2[cH:66][cH:67][cH:68][cH:69][cH:70]2)[c:71]2[cH:72][cH:73][cH:74][cH:75][cH:76]2)[P:77]([c:78]2[cH:79][cH:80][cH:81][cH:82][cH:83]2)([c:84]2[cH:85][cH:86][cH:87][cH:88][cH:89]2)[c:90]2[cH:91][cH:92][cH:93][cH:94][cH:95]2)([c:96]2[cH:97][cH:98][cH:99][cH:100][cH:101]2)[c:102]2[cH:103][cH:104][cH:105][cH:106][cH:107]2)[cH:108][cH:109]1>>[c:2]1([C:24]#[C:23][CH2:22][CH2:21][OH:25])[cH:3][c:4]([C:17]([F:18])([F:19])[F:20])[cH:5][c:6]2[c:7]1[n:8](-[c:11]1[cH:12][cH:13][cH:14][cH:15][cH:16]1)[cH:9][n:10]2. Starting materials: CN(C(SC1=C(C(=CC(=C1Cl)CC1=CC=C(C=C1)OC)Br)CC=O)=O)C (S-3-Bromo-6-chloro-5-(4-methoxybenzyl)-2-(2-oxoethyl)phenyl dimethylcarbamothioate), [BH4-].[Na+] (NaBH4). Solvent: C1CCOC1.CO (THF MeOH). Run at temperature 0 celsius, time 2 hour. The product is CN(C(SC1=C(C(=CC(=C1Cl)CC1=CC=C(C=C1)OC)Br)CCO)=O)C (S-3-Bromo-6-chloro-2-(2-hydroxyethyl)-5-(4-methoxybenzyl)phenyl dimethylcarbamothioate). Isolated yield 69.8%. Reaction SMILES: [CH3:1][N:2]([CH3:26])[C:3](=[O:25])[S:4][C:5]1[C:10]([Cl:11])=[C:9]([CH2:12][C:13]2[CH:18]=[CH:17][C:16]([O:19][CH3:20])=[CH:15][CH:14]=2)[CH:8]=[C:7]([Br:21])[C:6]=1[CH2:22][CH:23]=[O:24].[BH4-].[Na+]>C1COCC1.CO>[CH3:26][N:2]([CH3:1])[C:3](=[O:25])[S:4][C:5]1[C:10]([Cl:11])=[C:9]([CH2:12][C:13]2[CH:14]=[CH:15][C:16]([O:19][CH3:20])=[CH:17][CH:18]=2)[CH:8]=[C:7]([Br:21])[C:6]=1[CH2:22][CH2:23][OH:24] |f:1.2,3.4|. Procedure: To a solution of compound 219 (1.46 g, 3.18 mmol) in THF/MeOH (70 mL/7 mL) were added NaBH4 (132 mg, 3.50 mmol) at 0° C. under nitrogen atmosphere. After stirring at 0° C. for 2 hrs, the reaction mixture was quenched with saturated NaHCO4 (50 mL) and extracted with ethyl acetate (100 mL×2). The organic layer was washed with brine, dried over anhydrous MgSO4, filtered and concentrated in vacuo. The residue was purified by silica gel column chromatography to provide the compound 220 (1.02 g, 2.22 ...